Dataset: the Open Reaction Database (ORD), a public repository of structured organic reaction records. Task: describe an organic reaction: reactants, conditions, products, and yield The reactants are CC1(c2cc(Br)ccc2F)COC(C)(C(F)(F)F)C(N)=N1, CC(=O)[O-], CO, [Na+]. Product: CC1(c2ccccc2F)COC(C)(C(F)(F)F)C(N)=N1. RXN SMILES: [Br:1][c:2]1[cH:3][cH:4][c:5]([F:21])[c:6]([C:8]2([CH3:20])[N:9]=[C:10]([NH2:19])[C:11]([C:14]([F:15])([F:16])[F:17])([CH3:18])[O:12][CH2:13]2)[cH:7]1.[CH3:23][C:24](=[O:25])[O-:26].[CH3:27][OH:28].[Na+:22]>>[cH:2]1[cH:3][cH:4][c:5]([F:21])[c:6]([C:8]2([CH3:20])[N:9]=[C:10]([NH2:19])[C:11]([C:14]([F:15])([F:16])[F:17])([CH3:18])[O:12][CH2:13]2)[cH:7]1. Reactants: O=C([O-])[O-], COc1ccc(-c2n[nH]c(=O)c3ccsc23)cc1, [Cs+], [Cs+], CC(C)I, CN(C)C=O. Product: COc1ccc(-c2nn(C(C)C)c(=O)c3ccsc23)cc1. RXN SMILES: [C:19](=[O:20])([O-:21])[O-:22].[CH3:1][O:2][c:3]1[cH:4][cH:5][c:6](-[c:9]2[n:10][nH:11][c:12](=[O:18])[c:13]3[c:14]2[s:15][cH:16][cH:17]3)[cH:7][cH:8]1.[Cs+:23].[Cs+:24].[I:25][CH:26]([CH3:27])[CH3:28].[O:29]=[CH:30][N:31]([CH3:32])[CH3:33]>>[CH3:1][O:2][c:3]1[cH:4][cH:5][c:6](-[c:9]2[n:10][n:11]([CH:26]([CH3:27])[CH3:28])[c:12](=[O:18])[c:13]3[c:14]2[s:15][cH:16][cH:17]3)[cH:7][cH:8]1. Starting materials: C(C)O, C(=O)(O)CCC(O)=O, c12c(cccc1)cncc2. The reagents and catalysts are c1ccc(cc1)-c2c3ccccc3cc4ccccc24 (9-Phenylanthracene), CCOC(=O)C(C)S   (Et2MercapCOOEt), (Ir[dF(5CF3)ppy]2(dtbpy))PF6. The solvent is CS(=O)C (DMSO). Run at temperature 25 celsius, time 18 hour. Yields the product CCc1nccc2ccccc12. As a reaction SMILES: OC(CCC(O)=O)=O.[CH3:1][CH2:2]O.[cH:3]1[cH:12][c:11]([c:6]2[cH:5][cH:4]1)[cH:10][cH:9][n:8][cH:7]2>>[CH3:1][CH2:2][c:7]1[c:6]([c:11]2[cH:10][cH:9][n:8]1)[cH:5][cH:4][cH:3][cH:12]2. Starting materials: COC=1C=C(N)C=CC1OC (3,4-dimethoxyaniline), FC(C(=O)O)(F)F (trifluoroacetic acid). Product: FC1=CC(=C(C=C1)OC)OC (4-fluoro-1,2-dimethoxybenzene), N1=C(C=CC=C1)OC(C1=CC=CC=C1)=O ((2-pyridinyl)-benzoate). RXN SMILES: [CH3:1][O:2][C:3]1[CH:4]=[C:5]([CH:7]=[CH:8][C:9]=1[O:10][CH3:11])[NH2:6].[F:12][C:13](F)(F)[C:14]([OH:16])=[O:15]>>[F:12][C:5]1[CH:7]=[CH:8][C:9]([O:10][CH3:11])=[C:3]([O:2][CH3:1])[CH:4]=1.[N:6]1[CH:3]=[CH:9][CH:8]=[CH:7][C:5]=1[O:16][C:14](=[O:15])[C:13]1[CH:5]=[CH:4][CH:3]=[CH:9][CH:8]=1. Procedure: Six bomb tubes, each containing 4.8 g (30.0 mmol) of 4-fluoro-1,2-dimethoxybenzene (obtained from 3,4-dimethoxyaniline by a Balz-Schiemann reaction), 7.5 g (37.5 mmol) of (2-pyridinyl)-benzoate and 300 ml of trifluoroacetic acid, are heated at 100° for 41/2 hours while stirring magnetically. The contents of all six bomb tubes is poured into 600 ml of water while stirring vigorously and the solid substance that separates out is filtered with suction. The filtrate is extracted several times with t... Reactants: FC1=C(C=C(C=C1)C=1C=C(C(NN1)=O)C(=O)OC)C (6-(4-fluoro-3-methylphenyl)-4-methoxycarbonyl-2H-pyridazin-3-one), ClC1=C(CBr)C(=CC=C1)Cl (2,6-dichlorobenzyl bromide). Yields the product C(=O)(O)C=1C(N(N=C(C1)C1=CC(=C(C=C1)F)C)CC1=C(C=CC=C1Cl)Cl)=O (4-carboxy-2-(2,6-dichlorobenzyl)-6-(4-fluoro-3-methylphenyl)-2H-pyridazin-3-one). The yield is 90.3%. RXN SMILES: [F:1][C:2]1[CH:7]=[CH:6][C:5]([C:8]2[CH:9]=[C:10]([C:15]([O:17]C)=[O:16])[C:11](=[O:14])[NH:12][N:13]=2)=[CH:4][C:3]=1[CH3:19].[Cl:20][C:21]1[CH:28]=[CH:27][CH:26]=[C:25]([Cl:29])[C:22]=1[CH2:23]Br>>[C:15]([C:10]1[C:11](=[O:14])[N:12]([CH2:23][C:22]2[C:21]([Cl:20])=[CH:28][CH:27]=[CH:26][C:25]=2[Cl:29])[N:13]=[C:8]([C:5]2[CH:6]=[CH:7][C:2]([F:1])=[C:3]([CH3:19])[CH:4]=2)[CH:9]=1)([OH:17])=[O:16]. Reported procedure: Following the procedure of Example 1(6), 6-(4-fluoro-3-methylphenyl)-4-methoxycarbonyl-2H-pyridazin-3-one and 2,6-dichlorobenzyl bromide were reacted to yield a crude product. Without purification, the crude product was reacted further in accordance with the procedure of Example 1(7) to yield the title compound as a pale yellow solid (90.3%). Reactants: CC1([C@@H]([C@@H]1\C=C\C(C)=O)C(=O)Cl)C ((1R,cis) 2,2-dimethyl-3-[(E)-3-oxo-1-butenyl]-cyclopropane-1-carboxylic acid chloride), C(C)(C)O (isopropanol). The solvent is C1=CC=CC=C1 (benzene). The product is CC1([C@@H]([C@@H]1\C=C\C(C)=O)C(=O)OC(C)C)C (isopropyl (1R,cis) 2,2-dimethyl-3-[(E)-3-oxo-1-butenyl]-cyclopropane-1-carboxylate). As a reaction SMILES: [CH3:1][C:2]1([CH3:13])[C@@H:4](/[CH:5]=[CH:6]/[C:7](=[O:9])[CH3:8])[C@H:3]1[C:10](Cl)=[O:11].[CH:14]([OH:17])([CH3:16])[CH3:15]>C1C=CC=CC=1>[CH3:1][C:2]1([CH3:13])[C@@H:4](/[CH:5]=[CH:6]/[C:7](=[O:9])[CH3:8])[C@H:3]1[C:10]([O:17][CH:14]([CH3:16])[CH3:15])=[O:11]. Reported procedure: Using the procedure of Example 3, 6 g of (1R,cis) 2,2-dimethyl-3-[(E)-3-oxo-1-butenyl]-cyclopropane-1-carboxylic acid chloride and 2.7 ml of isopropanol were reacted to obtain 1.96 g of isopropyl (1R,cis) 2,2-dimethyl-3-[(E)-3-oxo-1-butenyl]-cyclopropane-1-carboxylate with a specific rotation of [α]D20 =-39°±5° (c=0.2% in benzene).